From a dataset of the Open Reaction Database (ORD), a public repository of structured organic reaction records. describe an organic reaction: reactants, conditions, products, and yield Product: C(C)N1N=CN=C1COC1=NN2C(=NN=CC2=C1C1=C(C=CC=C1)F)C1=C(C=CC=C1)F (2-(2-Ethyl-2H-[1,2,4]triazol-3-ylmethoxy)-3,7-bis(2-fluorophenyl)-pyrazolo[1,5-d][1,2,4]triazine), solid. Run at time 30 minute. Reaction SMILES: [CH2:1]([N:3]1[C:7]([CH2:8][OH:9])=[N:6][CH:5]=[N:4]1)[CH3:2].[H-].[Na+].[F:12][C:13]1[CH:18]=[CH:17][CH:16]=[CH:15][C:14]=1[C:19]1[C:20](OS(C2C=CC(C)=CC=2)(=O)=O)=[N:21][N:22]2[C:27]=1[CH:26]=[N:25][N:24]=[C:23]2[C:28]1[CH:33]=[CH:32][CH:31]=[CH:30][C:29]=1[F:34].O>CN(C)C=O>[CH2:1]([N:3]1[C:7]([CH2:8][O:9][C:20]2[C:19]([C:14]3[CH:15]=[CH:16][CH:17]=[CH:18][C:13]=3[F:12])=[C:27]3[N:22]([C:23]([C:28]4[CH:33]=[CH:32][CH:31]=[CH:30][C:29]=4[F:34])=[N:24][N:25]=[CH:26]3)[N:21]=2)=[N:6][CH:5]=[N:4]1)[CH3:2] |f:1.2|. Run in CN(C=O)C (N,N-dimethylformamide), CN(C=O)C (N,N-dimethylformamide). Reactants: FC1=C(C=CC=C1)C=1C(=NN2C(=NN=CC21)C2=C(C=CC=C2)F)OS(=O)(=O)C2=CC=C(C=C2)C (3,7-bis(2-fluorophenyl)-2-(p-toluenesulfonyloxy)pyrazolo[1,5-d][1,2,4]triazine), C(C)N1N=CN=C1CO ((2-ethyl-2H-[1,2,4]triazol-3-yl)methanol), [H-].[Na+] (sodium hydride), [H-].[Na+] (sodium hydride), O (Water). Procedure: The title compound was prepared as part of a rapid analogue library using the following methodology. To a solution of (2-ethyl-2H-[1,2,4]triazol-3-yl)methanol (32 mg, 0.25 mmol) in dry N,N-dimethylformamide (5 ml) in a RADLEYS reaction carousel under nitrogen was added sodium hydride (60% wt in oil) (10 mg, 0.25 mmol) and the suspension was stirred for 30 min. A solution of 3,7-bis(2-fluorophenyl)-2-(p-toluenesulfonyloxy)pyrazolo[1,5-d][1,2,4]triazine (100 mg, 0.21 mmol) in dry N,N-dimethylforma... The reactants are CC(C)[Si](Oc1ccc(Br)c(C(C)(C)C)c1)(C(C)C)C(C)C, [Li]C(C)(C)C, CCCCC, CCOCC, CCOC(=O)Cl. Yields the product CCOC(=O)c1ccc(O[Si](C(C)C)(C(C)C)C(C)C)cc1C(C)(C)C. Reaction SMILES: [Br:1][c:2]1[c:3]([C:19]([CH3:20])([CH3:21])[CH3:22])[cH:4][c:5]([O:6][Si:7]([CH:8]([CH3:9])[CH3:10])([CH:11]([CH3:12])[CH3:13])[CH:14]([CH3:15])[CH3:16])[cH:17][cH:18]1.[C:23]([Li:24])([CH3:25])([CH3:26])[CH3:27].[CH3:28][CH2:29][CH2:30][CH2:31][CH3:32].[CH3:39][CH2:40][O:41][CH2:42][CH3:43].[Cl:33][C:34](=[O:35])[O:36][CH2:37][CH3:38]>>[c:2]1([C:34](=[O:35])[O:36][CH2:37][CH3:38])[c:3]([C:19]([CH3:20])([CH3:21])[CH3:22])[cH:4][c:5]([O:6][Si:7]([CH:8]([CH3:9])[CH3:10])([CH:11]([CH3:12])[CH3:13])[CH:14]([CH3:15])[CH3:16])[cH:17][cH:18]1. Starting materials: C[SiH](C)Cl, C=C[Si](C)(C)O[Si](C)(C)C=C, [Pt], C=CCOCCOc1ccccc1. Yields the product C[Si](C)(Cl)CCCOCCOc1ccccc1. Reaction SMILES: [CH3:12][SiH:13]([Cl:14])[CH3:15].[CH:1]([Si:2]([CH3:3])([CH3:4])[O:5][Si:6]([CH3:7])([CH3:8])[CH:9]=[CH2:10])=[CH2:11].[Pt:29].[c:16]1([O:22][CH2:23][CH2:24][O:25][CH2:26][CH:27]=[CH2:28])[cH:17][cH:18][cH:19][cH:20][cH:21]1>>[CH3:12][Si:13]([Cl:14])([CH3:15])[CH2:28][CH2:27][CH2:26][O:25][CH2:24][CH2:23][O:22][c:16]1[cH:17][cH:18][cH:19][cH:20][cH:21]1. The reactants are C(C)(C)C=1C=C(C=CC1)O (3-isopropylphenol), CS(=O)C (DMSO), ClC1=NC=C(C=C1C)[N+](=O)[O-] (2-chloro-3-methyl-5-nitropyridine). Run in ice water. Reaction conditions: temperature 20 celsius, time 30 minute. The product is CC=1C(=NC=C(C1)[N+](=O)[O-])OC1=CC(=CC=C1)CCC (3-methyl-5-nitro-2-{[3-(2-methylethyl)phenyl]oxy}-pyridine). The yield is 88.3%. As a reaction SMILES: [CH:1]([C:4]1[CH:5]=[C:6]([OH:10])[CH:7]=[CH:8][CH:9]=1)([CH3:3])C.[CH3:11]S(C)=O.Cl[C:16]1[C:21]([CH3:22])=[CH:20][C:19]([N+:23]([O-:25])=[O:24])=[CH:18][N:17]=1>>[CH3:22][C:21]1[C:16]([O:10][C:6]2[CH:7]=[CH:8][CH:9]=[C:4]([CH2:1][CH2:3][CH3:11])[CH:5]=2)=[N:17][CH:18]=[C:19]([N+:23]([O-:25])=[O:24])[CH:20]=1. Reported procedure: To a solution of 3-isopropylphenol (174 mg, 1.28 mmol) in DMSO (5 mL) tBuOK (143 mg, 1.28 mmol) was added and the reaction mixture was stirred at 20° C. for 30 mins. 2-chloro-3-methyl-5-nitropyridine (200 mg, 1.16 mmol) was added and the resulting mixture was stirred at 120° C. for 2 hrs. The reaction mixture was cooled to r. t., poured into ice-water (20 ml) and extracted with DCM (3×50 mL). The combined organic layer was dried over Na2SO4, filtered and concentrated to afford the title compound... The product is COC=1C=C2C(=NC=NC2=CC1OCC(C)N1CCCCC1)OC=1C=C2C=CN(C2=CC1)C (6-methoxy-4-(1-methylindol-5-yloxy)-7-(2-piperidinopropoxy)quinazoline). The reactants are ClC1=NC=NC2=CC(=C(C=C12)OC)OCCN1CCCCC1 (4-chloro-6-methoxy-7-(2-piperidinoethoxy)quinazoline), C([O-])([O-])=O.[K+].[K+] (potassium carbonate), OC=1C=C2C=CN(C2=CC1)C (5-hydroxy-1-methylindole). Run in CC(=O)N(C)C (DMA). Reaction SMILES: Cl[C:2]1[C:11]2[C:6](=[CH:7][C:8]([O:14][CH2:15][CH2:16][N:17]3[CH2:22][CH2:21][CH2:20][CH2:19][CH2:18]3)=[C:9]([O:12][CH3:13])[CH:10]=2)[N:5]=[CH:4][N:3]=1.[C:23](=O)([O-])[O-].[K+].[K+].[OH:29][C:30]1[CH:31]=[C:32]2[C:36](=[CH:37][CH:38]=1)[N:35]([CH3:39])[CH:34]=[CH:33]2>CC(N(C)C)=O>[CH3:13][O:12][C:9]1[CH:10]=[C:11]2[C:6](=[CH:7][C:8]=1[O:14][CH2:15][CH:16]([N:17]1[CH2:22][CH2:21][CH2:20][CH2:19][CH2:18]1)[CH3:23])[N:5]=[CH:4][N:3]=[C:2]2[O:29][C:30]1[CH:31]=[C:32]2[C:36](=[CH:37][CH:38]=1)[N:35]([CH3:39])[CH:34]=[CH:33]2 |f:1.2.3|. The yield is 80.7%. Reported procedure: Nitrogen was bubbled through a mixture of 4-chloro-6-methoxy-7-(2-piperidinoethoxy)quinazoline (400 mg, 1.24 mmol), (prepared as described for the starting material in Example 180), potassium carbonate (500 mg, 3.62 mmol), 5-hydroxy-1-methylindole (231 mg, 1.57 mmol), (prepared as described for the starting material in Example 291), and DMA (5.0 ml) for 5 minutes. The mixture was then stirred at 90° C. for 3 hours under an atmosphere of nitrogen and then allowed to cool to ambient temperature. T... Conditions: temperature 90 celsius, time 3 hour. Starting materials: COC(COC1=CC(=C(C=C1)F)C(F)(F)F)=O ((4-fluoro-3-trifluoromethyl-phenoxy)-acetic acid methyl ester), [OH-].[Na+] (NaOH). Solvent: CO (MeOH). Reaction conditions: time 20 minute. The product is FC1=C(C=C(OCC(=O)O)C=C1)C(F)(F)F ((4-fluoro-3-trifluoromethyl-phenoxy)-acetic acid). As a reaction SMILES: C[O:2][C:3](=[O:17])[CH2:4][O:5][C:6]1[CH:11]=[CH:10][C:9]([F:12])=[C:8]([C:13]([F:16])([F:15])[F:14])[CH:7]=1.[OH-].[Na+]>CO>[F:12][C:9]1[CH:10]=[CH:11][C:6]([O:5][CH2:4][C:3]([OH:17])=[O:2])=[CH:7][C:8]=1[C:13]([F:14])([F:15])[F:16] |f:1.2|. Reported procedure: A solution of (4-fluoro-3-trifluoromethyl-phenoxy)-acetic acid methyl ester (13.300 g; 52.744 mmol) in MeOH (150 ml) was treated with aq. 1N NaOH (79 ml; 1.5 eq.), and the resulting mixture was further stirred at rt for 20 min. MeOH was then removed under reduced pressure, water (150 ml) was added followed by aq. 1N HCl (100 ml). Filtration of the precipitated solid, and drying under HV afforded (4-fluoro-3-trifluoromethyl-phenoxy)-acetic acid as a colorless solid (10.030 g; 80%). LC-MS: tR=0.85... The reactants are BrCCOc1ccc(OCc2ccccc2)cc1, O=C([O-])[O-], OC1(Cc2ccccc2)CCNCC1, CCC(C)=O, [K+], [K+], O. Yields the product OC1(Cc2ccccc2)CCN(CCOc2ccc(OCc3ccccc3)cc2)CC1. Reaction SMILES: [Br:15][CH2:16][CH2:17][O:18][c:19]1[cH:20][cH:21][c:22]([O:25][CH2:26][c:27]2[cH:28][cH:29][cH:30][cH:31][cH:32]2)[cH:23][cH:24]1.[C:33](=[O:34])([O-:35])[O-:36].[CH2:1]([c:2]1[cH:3][cH:4][cH:5][cH:6][cH:7]1)[C:8]1([OH:14])[CH2:9][CH2:10][NH:11][CH2:12][CH2:13]1.[CH3:40][C:41](=[O:42])[CH2:43][CH3:44].[K+:37].[K+:38].[OH2:39]>>[CH2:1]([c:2]1[cH:3][cH:4][cH:5][cH:6][cH:7]1)[C:8]1([OH:14])[CH2:9][CH2:10][N:11]([CH2:16][CH2:17][O:18][c:19]2[cH:20][cH:21][c:22]([O:25][CH2:26][c:27]3[cH:28][cH:29][cH:30][cH:31][cH:32]3)[cH:23][cH:24]2)[CH2:12][CH2:13]1. The reactants are [Li]CCCC (BuLi), BrC1=C(C=C2C(CN(C2=C1)[Si](C(C)C)(C(C)C)C(C)C)(C)C)F (6-bromo-5-fluoro-3,3-dimethyl-1-triisopropylsilanyl-2,3-dihydro-1H-indole), C1(=CC=CC=C1)S(=O)(=O)F (phenylsulfonyl fluoride). The solvent is C1CCOC1 (THF). Run at temperature -78 celsius, time 15 minute. Yields the product C1(=CC=CC=C1)S(=O)(=O)C1=C(C=C2C(CN(C2=C1)[Si](C(C)C)(C(C)C)C(C)C)(C)C)F (6-Benzenesulfonyl-5-fluoro-3,3-dimethyl-1-triisopropylsilanyl-2,3-dihydro-1H-indole). The yield is 67.4%. Reaction SMILES: [Li]CCCC.Br[C:7]1[CH:15]=[C:14]2[C:10]([C:11]([CH3:27])([CH3:26])[CH2:12][N:13]2[Si:16]([CH:23]([CH3:25])[CH3:24])([CH:20]([CH3:22])[CH3:21])[CH:17]([CH3:19])[CH3:18])=[CH:9][C:8]=1[F:28].[C:29]1([S:35](F)(=[O:37])=[O:36])[CH:34]=[CH:33][CH:32]=[CH:31][CH:30]=1>C1COCC1>[C:29]1([S:35]([C:7]2[CH:15]=[C:14]3[C:10]([C:11]([CH3:27])([CH3:26])[CH2:12][N:13]3[Si:16]([CH:23]([CH3:25])[CH3:24])([CH:20]([CH3:22])[CH3:21])[CH:17]([CH3:19])[CH3:18])=[CH:9][C:8]=2[F:28])(=[O:37])=[O:36])[CH:34]=[CH:33][CH:32]=[CH:31][CH:30]=1. Procedure: BuLi (2.2 M solution in Et2O. 2.4 mL, 5.4 mmol) was slowly added to a solution of 6-bromo-5-fluoro-3,3-dimethyl-1-triisopropylsilanyl-2,3-dihydro-1H-indole (1.8 g, 4.5 mmol) in THF (20 mL) at −78° C. under nitrogen. The solution was stirred for 15 minutes at −78° C. and then phenylsulfonyl fluoride (541 μL, 4.5 mmol) was slowly added. Stirring was maintained for 1 h at the same temperature. The reaction was quenched by adding saturated aqueous NH4Cl and the product was extracted with EtOAc. The ...